This data is from the Open Reaction Database (ORD), a public repository of structured organic reaction records. The task is: describe an organic reaction: reactants, conditions, products, and yield The reactants are O.C(C=O)(=O)OCC1=CC=C(C=C1)[N+](=O)[O-] (p-Nitrobenzyl glyoxylate hydrate), C(C)(=O)SC1CC(N1)=O (4-acetylthio-2-azetidinone). Run in C1=CC=CC=C1 (benzene). Yields the product C(C)(=O)SC1CC(N1C(C(=O)OCC1=CC=C(C=C1)[N+](=O)[O-])O)=O (p-Nitrobenzyl 2-(4-acetylthio-2-oxo-1-azetidinyl)-2-hydroxyacetate). Yield: 115.1%. Reaction SMILES: O.[C:2]([O:6][CH2:7][C:8]1[CH:13]=[CH:12][C:11]([N+:14]([O-:16])=[O:15])=[CH:10][CH:9]=1)(=[O:5])[CH:3]=[O:4].[C:17]([S:20][CH:21]1[NH:24][C:23](=[O:25])[CH2:22]1)(=[O:19])[CH3:18]>C1C=CC=CC=1>[C:17]([S:20][CH:21]1[N:24]([CH:3]([OH:4])[C:2]([O:6][CH2:7][C:8]2[CH:13]=[CH:12][C:11]([N+:14]([O-:16])=[O:15])=[CH:10][CH:9]=2)=[O:5])[C:23](=[O:25])[CH2:22]1)(=[O:19])[CH3:18] |f:0.1|. Procedure details: p-Nitrobenzyl glyoxylate hydrate (63.4 g., 0.278 mole) was added to a solution of 4-acetylthio-2-azetidinone (36.2 g., 0.250 mole) in 1200 ml. of benzene. The mixture was refluxed for 17 hours in a Dean-Stark apparatus. The solution was concentrated on a rotary evaporator to give the title product as a yellow oil (102 g., 100%). This oil was found to be identical with the product of Example 1A. The reactants are CCCc1nc2cc(NCc3ccccc3)ccc2n1CC(=O)OC(C)(C)C, Cc1ccsc1C(=O)Cl, CN(C)c1ccncc1, CCN(C(C)C)C(C)C, ClCCl, Cl. The product is CCCc1nc2cc(N(Cc3ccccc3)C(=O)c3sccc3C)ccc2n1CC(=O)OC(C)(C)C. RXN SMILES: [C:10]([CH3:11])([CH3:12])([CH3:13])[O:14][C:15]([CH2:16][n:17]1[c:18]([CH2:34][CH2:35][CH3:36])[n:19][c:20]2[c:21]1[cH:22][cH:23][c:24]([NH:26][CH2:27][c:28]1[cH:29][cH:30][cH:31][cH:32][cH:33]1)[cH:25]2)=[O:37].[CH3:1][c:2]1[c:3]([C:7](=[O:8])[Cl:9])[s:4][cH:5][cH:6]1.[CH3:47][N:48]([c:49]1[cH:50][cH:51][n:52][cH:53][cH:54]1)[CH3:55].[CH:38]([N:39]([CH2:40][CH3:41])[CH:42]([CH3:43])[CH3:44])([CH3:45])[CH3:46].[Cl:56][CH2:57][Cl:58].[ClH:59]>>[CH3:1][c:2]1[c:3]([C:7](=[O:8])[N:26]([c:24]2[cH:23][cH:22][c:21]3[n:17]([CH2:16][C:15]([O:14][C:10]([CH3:11])([CH3:12])[CH3:13])=[O:37])[c:18]([CH2:34][CH2:35][CH3:36])[n:19][c:20]3[cH:25]2)[CH2:27][c:28]2[cH:29][cH:30][cH:31][cH:32][cH:33]2)[s:4][cH:5][cH:6]1. Reactants: NC=1C=C(C2=C(C(C(=C(O2)C2=CC=CC=C2)C)=O)C1)C(NCCCN1CCN(CC1)C1=C(C=CC=C1)OC)=O (6-Amino-8-{3-[4-(2-methoxyphenyl)-1-piperazinyl]propyl carbamoyl}-3-methyl-4-oxo-2-phenyl-4H-1-benzopyran), C=O (formaldehyde), C(#N)[BH3-].[Na+] (sodium cyanoborohydride). Reaction conditions: time 4.5 hour. Yields the product CN(C=1C=C(C2=C(C(C(=C(O2)C2=CC=CC=C2)C)=O)C1)C(NCCCN1CCN(CC1)C1=C(C=CC=C1)OC)=O)C (6-Dimethylamino-8-{3-[4-(2-methoxyphenyl)-1-piperazinyl]propylcarbamoyl}-3-methyl-4-oxo-2-phenyl-4H-1-benzopyran). RXN SMILES: N[C:2]1[CH:3]=[C:4]([C:20](=[O:39])[NH:21][CH2:22][CH2:23][CH2:24][N:25]2[CH2:30][CH2:29][N:28]([C:31]3[CH:36]=[CH:35][CH:34]=[CH:33][C:32]=3[O:37][CH3:38])[CH2:27][CH2:26]2)[C:5]2[O:10][C:9]([C:11]3[CH:16]=[CH:15][CH:14]=[CH:13][CH:12]=3)=[C:8]([CH3:17])[C:7](=[O:18])[C:6]=2[CH:19]=1.[CH2:40]=O.[C:42]([BH3-])#[N:43].[Na+]>>[CH3:40][N:43]([CH3:42])[C:2]1[CH:3]=[C:4]([C:20](=[O:39])[NH:21][CH2:22][CH2:23][CH2:24][N:25]2[CH2:30][CH2:29][N:28]([C:31]3[CH:36]=[CH:35][CH:34]=[CH:33][C:32]=3[O:37][CH3:38])[CH2:27][CH2:26]2)[C:5]2[O:10][C:9]([C:11]3[CH:16]=[CH:15][CH:14]=[CH:13][CH:12]=3)=[C:8]([CH3:17])[C:7](=[O:18])[C:6]=2[CH:19]=1 |f:2.3|. Procedure: The title compound was prepared according to Example 35, but using the compound prepared in Example 94 instead of that prepared in Example 33, reacting 10 molar equivalents of 40% formaldehyde instead of 7 molar equivalents and 3 moles of sodium cyanoborohydride instead of 2 moles and stirring at room temperature for 18 hours instead of 4.5 hours. After the usual workup, the crude was purified by column chromatography on silica gel eluting with chloroform-methanol 97:3. Evaporation in vacuo of t... Starting materials: NCCC1=CC=C(C=C1)C(CCC(=O)O)=O (4-[4-(2-Aminoethyl)-phenyl]-4-oxobutanoic acid), Cl (hydrogen chloride), C(C)O (ethanol). The product is NCCC1=CC=C(C=C1)C(CCC(=O)OCC)=O (Ethyl 4-[4-(2-aminoethyl)-phenyl-]4-oxobutanoate). RXN SMILES: [NH2:1][CH2:2][CH2:3][C:4]1[CH:9]=[CH:8][C:7]([C:10](=[O:16])[CH2:11][CH2:12][C:13]([OH:15])=[O:14])=[CH:6][CH:5]=1.Cl.[CH2:18](O)[CH3:19]>>[NH2:1][CH2:2][CH2:3][C:4]1[CH:5]=[CH:6][C:7]([C:10](=[O:16])[CH2:11][CH2:12][C:13]([O:15][CH2:18][CH3:19])=[O:14])=[CH:8][CH:9]=1. Procedure details: On to a mixture of 127.2 g. (0.49 mole) of the acid obtained according to (b) and 800 ml. ethanol is passed, while stirring, gaseous hydrogen chloride and the reaction mixture is heated to reflux temperature for 2 hours, whereafter it is then strongly cooled. The precipitated crystals are filtered off with suction, washed with cold ethanol and dried over anhydrous calcium chloride. Yield 137.1 g. (97% of theory) of hydrochloride; m.p. 162°-165° C. The reactants are COC1=CC=C(C=C1)S(=O)(=O)OC1=CC=C(C=C1)CCOC1=CC=C(C=C2C(NC(S2)=O)=O)C=C1 (5-(4-[2-(4-(4-methoxyphenylsulfonyloxy)phenyl)ethoxy]benzylidene)thiazolidine-2,4-dione), C(C)(=O)OCC (ethyl acetate). Reagents/catalysts: [Pd] (Pd/C). Solvent: C(C)(=O)O (acetic acid). Conditions: time 4 hour. Product: COC1=CC=C(C=C1)S(=O)(=O)OC1=CC=C(C=C1)CCOC1=CC=C(C=C1)CC1C(NC(S1)=O)=O (5-([4-[2-(4-(4-Methoxyphenylsulfonyloxy)phenyl)ethoxy]phenyl]methyl)thiazolidine-2,4-dione). The yield is 41.4%. As a reaction SMILES: [CH3:1][O:2][C:3]1[CH:8]=[CH:7][C:6]([S:9]([O:12][C:13]2[CH:18]=[CH:17][C:16]([CH2:19][CH2:20][O:21][C:22]3[CH:35]=[CH:34][C:25]([CH:26]=[C:27]4[S:31][C:30](=[O:32])[NH:29][C:28]4=[O:33])=[CH:24][CH:23]=3)=[CH:15][CH:14]=2)(=[O:11])=[O:10])=[CH:5][CH:4]=1.C(OCC)(=O)C>[Pd].C(O)(=O)C>[CH3:1][O:2][C:3]1[CH:8]=[CH:7][C:6]([S:9]([O:12][C:13]2[CH:14]=[CH:15][C:16]([CH2:19][CH2:20][O:21][C:22]3[CH:35]=[CH:34][C:25]([CH2:26][CH:27]4[S:31][C:30](=[O:32])[NH:29][C:28]4=[O:33])=[CH:24][CH:23]=3)=[CH:17][CH:18]=2)(=[O:11])=[O:10])=[CH:5][CH:4]=1. Procedure details: 1.2 g (2.35 mmole) 5-(4-[2-(4-(4-methoxyphenylsulfonyloxy)phenyl)ethoxy]benzylidene)thiazolidine-2,4-dione was mixed with 200 ml warm ethyl acetate, 2 ml acetic acid and 1.2 g Pd/C (5%, 50% water) and hydrogenated for 4 hours at room temperature. 1.2 g more of the catalyst was added after 2 hours. The catalyst was filtered off and the solvent was evaporated in vacuo. The crude product was purified by chromatography on silica gel using dichloromethane/diisopropyl ether (gradient) as eluent to giv... The reactants are C[Si](C)(C)CCOCn1cnc(Cl)c1C(=O)NCc1ccc(Cl)c(Oc2cc(C#N)cc(CC3CC3)c2)c1F, ClCCl, O=C(O)C(F)(F)F. Product: N#Cc1cc(CC2CC2)cc(Oc2c(Cl)ccc(CNC(=O)c3[nH]cnc3Cl)c2F)c1. Reaction SMILES: [Cl:1][c:2]1[n:3][cH:4][n:5]([CH2:32][O:33][CH2:34][CH2:35][Si:36]([CH3:37])([CH3:38])[CH3:39])[c:6]1[C:7](=[O:8])[NH:9][CH2:10][c:11]1[c:12]([F:31])[c:13]([O:18][c:19]2[cH:20][c:21]([C:29]#[N:30])[cH:22][c:23]([CH2:25][CH:26]3[CH2:27][CH2:28]3)[cH:24]2)[c:14]([Cl:17])[cH:15][cH:16]1.[Cl:47][CH2:48][Cl:49].[F:40][C:41]([F:42])([F:43])[C:44]([OH:45])=[O:46]>>[Cl:1][c:2]1[n:3][cH:4][nH:5][c:6]1[C:7](=[O:8])[NH:9][CH2:10][c:11]1[c:12]([F:31])[c:13]([O:18][c:19]2[cH:20][c:21]([C:29]#[N:30])[cH:22][c:23]([CH2:25][CH:26]3[CH2:27][CH2:28]3)[cH:24]2)[c:14]([Cl:17])[cH:15][cH:16]1.